Dataset: the Open Reaction Database (ORD), a public repository of structured organic reaction records. Task: describe an organic reaction: reactants, conditions, products, and yield Reactants: N1[C@H](CCC1)CO ((R)-pyrrolidin-2-ylmethanol), NC1=C(C#N)C(=CC=C1)F (2-amino-6-fluoro-benzonitrile). Product: NC1=C(C#N)C(=CC=C1)OC[C@@H]1NCCC1 ((R)-2-amino-6-(pyrrolidin-2-ylmethoxy)benzonitrile). Reaction SMILES: [NH:1]1[CH2:5][CH2:4][CH2:3][C@@H:2]1[CH2:6][OH:7].[NH2:8][C:9]1[CH:16]=[CH:15][CH:14]=[C:13](F)[C:10]=1[C:11]#[N:12]>>[NH2:8][C:9]1[CH:16]=[CH:15][CH:14]=[C:13]([O:7][CH2:6][C@H:2]2[CH2:3][CH2:4][CH2:5][NH:1]2)[C:10]=1[C:11]#[N:12]. Reported procedure: Prepared as in Example 24d from (R)-pyrrolidin-2-ylmethanol and 2-amino-6-fluoro-benzonitrile as brown solid (57%). MS 218 (MH+).